The task is: describe an organic reaction: reactants, conditions, products, and yield. This data is from the Open Reaction Database (ORD), a public repository of structured organic reaction records. Starting materials: CC(=O)O, CCO, NNc1ccc(Cl)cc1, NCC(=O)c1ccccc1, O. Yields the product NCC(=NNc1ccc(Cl)cc1)c1ccccc1. As a reaction SMILES: [C:23]([OH:24])(=[O:25])[CH3:26].[CH3:20][CH2:21][OH:22].[NH2:11][NH:12][c:13]1[cH:14][cH:15][c:16]([Cl:17])[cH:18][cH:19]1.[NH2:1][CH2:2][C:3](=[O:4])[c:5]1[cH:6][cH:7][cH:8][cH:9][cH:10]1.[OH2:27]>>[NH2:1][CH2:2][C:3]([c:5]1[cH:6][cH:7][cH:8][cH:9][cH:10]1)=[N:11][NH:12][c:13]1[cH:14][cH:15][c:16]([Cl:17])[cH:18][cH:19]1. Reactants: ClC1=CC(=CC=C1)C(=O)OO (m-chloroperbenzoic acid), ClC1=CC=C2C(=N1)CCC2 (2-chloro-6,7-dihydro-5H-cyclopenta[b]pyridine). Solvent: C(Cl)Cl (CH2Cl2), C(Cl)Cl (CH2Cl2). Conditions: time 8 hour. Product: ClC1=CC=C2C(=[N+]1[O-])CCC2 (2-chloro-6,7-dihydro-5H-cyclopenta[b]pyridine N-oxide). RXN SMILES: ClC1C=CC=C(C(OO)=[O:9])C=1.[Cl:12][C:13]1[N:18]=[C:17]2[CH2:19][CH2:20][CH2:21][C:16]2=[CH:15][CH:14]=1>C(Cl)Cl>[Cl:12][C:13]1[N+:18]([O-:9])=[C:17]2[CH2:19][CH2:20][CH2:21][C:16]2=[CH:15][CH:14]=1. Procedure details: A solution of m-chloroperbenzoic acid 70% (520.9 mg, 2.113 mmol) in 5 mL of CH2Cl2 was added drop wise to a stirring solution of 2-chloro-6,7-dihydro-5H-cyclopenta[b]pyridine (295 mg, 1.921 mmol) in 3 mL of CH2Cl2 and the resulting solution was allowed to stir at room temperature overnight. The reaction mixture was quenched with a saturated aqueous solution of NaHCO3 and the CH2Cl2 layer was separated. The aqueous phase was then extracted with CH2Cl2 (3×), and the combined organic extracts were ... Starting materials: Clc1ncc(Br)cn1, CO, [F-], Cc1cc2c(cc1B1OC(C)(C)C(C)(C)O1)OC(F)(F)O2, [K+], CC(=O)[O-], CC(=O)[O-], [Pd+2]. Product: Cc1cc2c(cc1-c1cnc(Cl)nc1)OC(F)(F)O2. RXN SMILES: [Br:1][c:2]1[cH:3][n:4][c:5]([Cl:8])[n:6][cH:7]1.[CH3:41][OH:42].[F-:30].[F:9][C:10]1([F:29])[O:11][c:12]2[c:13]([cH:15][c:16]([CH3:28])[c:17]([B:19]3[O:20][C:21]([CH3:22])([CH3:23])[C:24]([CH3:25])([CH3:26])[O:27]3)[cH:18]2)[O:14]1.[K+:31].[O-:33][C:34]([CH3:35])=[O:36].[O-:37][C:38]([CH3:39])=[O:40].[Pd+2:32]>>[c:2]1(-[c:17]2[c:16]([CH3:28])[cH:15][c:13]3[c:12]([cH:18]2)[O:11][C:10]([F:9])([F:29])[O:14]3)[cH:3][n:4][c:5]([Cl:8])[n:6][cH:7]1. The reactants are C(=O)(C(F)(F)F)O (TFA), C(C)OC(C(C(C)C=1C=NC(=CC1)NC(=O)OC(C)(C)C)CSC(C)=O)=O (2-acetylsulfanylmethyl-3-(6-tert-butoxycarbonylamino-pyridin-3-yl)-butyric acid ethyl ester). Solvent: C(Cl)Cl (methylene chloride). Reaction conditions: time 60 minute. The product is C(C)OC(C(C(C)C=1C=NC(=CC1)N)CSC(C)=O)=O (2-acetylsulfanylmethyl-3-(6-amino-pyridin-3-yl)-butyric acid ethyl ester). Yield: 132.3%. As a reaction SMILES: C(O)(C(F)(F)F)=O.[CH2:8]([O:10][C:11](=[O:34])[CH:12]([CH2:29][S:30][C:31](=[O:33])[CH3:32])[CH:13]([C:15]1[CH:16]=[N:17][C:18]([NH:21]C(OC(C)(C)C)=O)=[CH:19][CH:20]=1)[CH3:14])[CH3:9]>C(Cl)Cl>[CH2:8]([O:10][C:11](=[O:34])[CH:12]([CH2:29][S:30][C:31](=[O:33])[CH3:32])[CH:13]([C:15]1[CH:16]=[N:17][C:18]([NH2:21])=[CH:19][CH:20]=1)[CH3:14])[CH3:9]. Procedure: TFA (2 mL) was added to a solution of 2-acetylsulfanylmethyl-3-(6-tert-butoxycarbonylamino-pyridin-3-yl)-butyric acid ethyl ester (178 mg, 0.449 mmol) in methylene chloride (2 mL). The mixture was stirred for 60 min and concentrated under reduced pressure. Flash chromatography (toluene/EtOAc, 1:6) gave unpure 2-acetylsulfanylmethyl-3-(6-amino-pyridin-3-yl)-butyric acid ethyl ester (176 mg, 95%). Further purification by HPLC (10→70% acetonitrile in water, 0.1% TFA) gave 2-acetylsulfanylmethyl-3-(... Yields the product CC(c1nc(-c2ccc(S(C)(=O)=O)cc2Cl)no1)C(NC(=O)C(C)(C)C)C(=O)O. Reactants: COC(=O)C(NC(=O)C(C)(C)C)C(C)c1nc(-c2ccc(S(C)(=O)=O)cc2Cl)no1, [Li+], C1CCOC1, [OH-], O, O. RXN SMILES: [C:1]([CH3:2])([CH3:3])([CH3:4])[C:5](=[O:6])[NH:7][CH:8]([C:9](=[O:10])[O:11][CH3:12])[CH:13]([CH3:14])[c:15]1[n:16][c:17](-[c:20]2[c:21]([Cl:30])[cH:22][c:23]([S:26](=[O:27])(=[O:28])[CH3:29])[cH:24][cH:25]2)[n:18][o:19]1.[Li+:38].[O:31]1[CH2:32][CH2:33][CH2:34][CH2:35]1.[OH-:37].[OH2:36].[OH2:39]>>[C:1]([CH3:2])([CH3:3])([CH3:4])[C:5](=[O:6])[NH:7][CH:8]([C:9](=[O:10])[OH:11])[CH:13]([CH3:14])[c:15]1[n:16][c:17](-[c:20]2[c:21]([Cl:30])[cH:22][c:23]([S:26](=[O:27])(=[O:28])[CH3:29])[cH:24][cH:25]2)[n:18][o:19]1. Reactants: C=CCBr, CCCC[N+](C)(CCCC)CCCC, COC(C)(C)C, [Cl-], COC(CNc1cnc(Cl)c(Cl)c1)OC, [Na+], [OH-], O. Product: C=CCN(CC(OC)OC)c1cnc(Cl)c(Cl)c1. Reaction SMILES: [CH2:16]([CH:17]=[CH2:18])[Br:19].[CH3:24][N+:25]([CH2:26][CH2:27][CH2:28][CH3:29])([CH2:30][CH2:31][CH2:32][CH3:33])[CH2:34][CH2:35][CH2:36][CH3:37].[CH3:38][O:39][C:40]([CH3:41])([CH3:42])[CH3:43].[Cl-:23].[Cl:1][c:2]1[cH:3][c:4]([NH:9][CH2:10][CH:11]([O:12][CH3:13])[O:14][CH3:15])[cH:5][n:6][c:7]1[Cl:8].[Na+:21].[OH-:20].[OH2:22]>>[Cl:1][c:2]1[cH:3][c:4]([N:9]([CH2:10][CH:11]([O:12][CH3:13])[O:14][CH3:15])[CH2:18][CH:17]=[CH2:16])[cH:5][n:6][c:7]1[Cl:8].